From a dataset of the Open Reaction Database (ORD), a public repository of structured organic reaction records. describe an organic reaction: reactants, conditions, products, and yield Starting materials: C(=O)C=1SC=C(C1C1=C(C=C(C#N)C=C1)C)C1=CC=C(C=C1)OC (4-(2-formyl-4-(4-methoxyphenyl)thiophen-3-yl)-3-methylbenzonitrile), C(=O)(OCC)C=P(C1=CC=CC=C1)(C1=CC=CC=C1)C1=CC=CC=C1 ((carbethoxymethylene)triphenylphosphorane). Run in C1(=CC=CC=C1)C (toluene). Run at temperature 100 celsius. Product: C(#N)C1=CC(=C(C=C1)C1=C(SC=C1C1=CC=C(C=C1)OC)/C=C/C(=O)OCC)C ((E)-ethyl 3-(3-(4-cyano-2-methylphenyl)-4-(4-methoxyphenyl)thiophen-2-yl)acrylate). Isolated yield 139.4%. As a reaction SMILES: [CH:1]([C:3]1[S:4][CH:5]=[C:6]([C:17]2[CH:22]=[CH:21][C:20]([O:23][CH3:24])=[CH:19][CH:18]=2)[C:7]=1[C:8]1[CH:15]=[CH:14][C:11]([C:12]#[N:13])=[CH:10][C:9]=1[CH3:16])=O.[C:25]([CH:30]=P(C1C=CC=CC=1)(C1C=CC=CC=1)C1C=CC=CC=1)([O:27][CH2:28][CH3:29])=[O:26]>C1(C)C=CC=CC=1>[C:12]([C:11]1[CH:14]=[CH:15][C:8]([C:7]2[C:6]([C:17]3[CH:22]=[CH:21][C:20]([O:23][CH3:24])=[CH:19][CH:18]=3)=[CH:5][S:4][C:3]=2/[CH:1]=[CH:30]/[C:25]([O:27][CH2:28][CH3:29])=[O:26])=[C:9]([CH3:16])[CH:10]=1)#[N:13]. Procedure: The mixture of compound 4-(2-formyl-4-(4-methoxyphenyl)thiophen-3-yl)-3-methylbenzonitrile (Scheme I, 4A, X1=4-methoxyphenyl, X2=4-cyano-2-methylphenyl) (0.16 g, 0.48 mmol) and (carbethoxymethylene)triphenylphosphorane (Ph3P═CHCOOEt) (0.17 g, 0.48 mmol) in toluene (15 mL) was heated to 100° C. for 14 h. After being cooled down to room temperature, the reaction mixture was concentrated and purified by silica gel column chromatography (petroleum ether/ethyl acetate=20:1) to afford (E)-ethyl 3-(3-(... The reactants are P(O)(O)(O)=O (phosphoric acid), C(C)(=O)OC=1C=CC=2C[C@@H]3[C@@H]4CCOC[C@@]4(C2C1)CCN3C(=O)OC3=CC=CC=C3 (3-Acetoxy-17-carbophenoxy-6-oxamorphinan), [OH-].[K+] (potassium hydroxide). Run in CC(C)O (2-propanol), O (water). Run at temperature 10 celsius, time 2 hour. Yields the product C(=O)(OC1=CC=CC=C1)N1[C@H]2[C@@H]3CCOC[C@@]3(C=3C=C(C=CC3C2)O)CC1 (17-Carbophenoxy-3-hydroxy-6-oxamorphinan). RXN SMILES: C([O:4][C:5]1[CH:6]=[CH:7][C:8]2[CH2:9][C@H:10]3[N:21]([C:22]([O:24][C:25]4[CH:30]=[CH:29][CH:28]=[CH:27][CH:26]=4)=[O:23])[CH2:20][CH2:19][C@@:16]4([C:17]=2[CH:18]=1)[C@H:11]3[CH2:12][CH2:13][O:14][CH2:15]4)(=O)C.[OH-].[K+].P(=O)(O)(O)O>CC(O)C.O>[C:22]([N:21]1[CH2:20][CH2:19][C@@:16]23[C:17]4[CH:18]=[C:5]([OH:4])[CH:6]=[CH:7][C:8]=4[CH2:9][C@@H:10]1[C@@H:11]2[CH2:12][CH2:13][O:14][CH2:15]3)([O:24][C:25]1[CH:30]=[CH:29][CH:28]=[CH:27][CH:26]=1)=[O:23] |f:1.2|. Reported procedure: A cooled solution of XXVII from Step (b) above (0.01 m) in 25 ml 2-propanol (~10° C.) is treated with a solution of potassium hydroxide (3 g) in 25 ml water and is stirred under nitrogen at 10° C. for 2 hours. The reaction mixture is acidified with phosphoric acid and the 2-propanol removed at reduced pressure. The aqueous mixture is extracted with methylene chloride. The extracts are dried (MgSO4) and concentrated to produce the title compound. The reactants are Cc1cn(C2OC(COCc3ccccc3)C(CO)(OCc3ccccc3)C2O)c(=O)[nH]c1=O, CS(=O)(=O)Cl, [H-], [Na+], CN(C)C=O, O, c1ccncc1. The product is Cc1cn(C2OC(COCc3ccccc3)C3(OCc4ccccc4)COC23)c(=O)[nH]c1=O. Reaction SMILES: [CH2:1]([c:2]1[cH:3][cH:4][cH:5][cH:6][cH:7]1)[O:8][C:9]1([CH2:33][OH:34])[CH:10]([OH:32])[CH:11]([n:23]2[c:24](=[O:25])[nH:26][c:27](=[O:28])[c:29]([CH3:30])[cH:31]2)[O:12][CH:13]1[CH2:14][O:15][CH2:16][c:17]1[cH:18][cH:19][cH:20][cH:21][cH:22]1.[CH3:35][S:36](=[O:37])(=[O:38])[Cl:39].[H-:41].[Na+:42].[O:49]=[CH:50][N:51]([CH3:52])[CH3:53].[OH2:40].[cH:43]1[cH:44][cH:45][n:46][cH:47][cH:48]1>>[CH2:1]([c:2]1[cH:3][cH:4][cH:5][cH:6][cH:7]1)[O:8][C:9]12[CH:10]([CH:11]([n:23]3[c:24](=[O:25])[nH:26][c:27](=[O:28])[c:29]([CH3:30])[cH:31]3)[O:12][CH:13]1[CH2:14][O:15][CH2:16][c:17]1[cH:18][cH:19][cH:20][cH:21][cH:22]1)[O:32][CH2:33]2. Reactants: C(=NC1CCCCC1)=NC1CCCCC1, ClCCl, Cl, CC1CCC2=C(C1)c1c(O)cc(C(C)CCCc3ccc(F)cc3)cc1OC2(C)C, O=C(O)CCCN1CCCCC1, C1=CCOC=C1. The product is CC1CCC2=C(C1)c1c(OC(=O)CCCN3CCCCC3)cc(C(C)CCCc3ccc(F)cc3)cc1OC2(C)C. As a reaction SMILES: [CH:44]1([N:45]=[C:46]=[N:47][CH:48]2[CH2:49][CH2:50][CH2:51][CH2:52][CH2:53]2)[CH2:54][CH2:55][CH2:56][CH2:57][CH2:58]1.[Cl:65][CH2:66][Cl:67].[ClH:31].[F:1][c:2]1[cH:3][cH:4][c:5]([CH2:8][CH2:9][CH2:10][CH:11]([CH3:12])[c:13]2[cH:14][c:15]([OH:30])[c:16]3[c:17]([cH:29]2)[O:18][C:19]([CH3:27])([CH3:28])[C:20]2=[C:21]3[CH2:22][CH:23]([CH3:26])[CH2:24][CH2:25]2)[cH:6][cH:7]1.[N:32]1([CH2:38][CH2:39][CH2:40][C:41](=[O:42])[OH:43])[CH2:33][CH2:34][CH2:35][CH2:36][CH2:37]1.[O:59]1[CH:60]=[CH:61][CH:62]=[CH:63][CH2:64]1>>[F:1][c:2]1[cH:3][cH:4][c:5]([CH2:8][CH2:9][CH2:10][CH:11]([CH3:12])[c:13]2[cH:14][c:15]([O:30][C:41]([CH2:40][CH2:39][CH2:38][N:32]3[CH2:33][CH2:34][CH2:35][CH2:36][CH2:37]3)=[O:42])[c:16]3[c:17]([cH:29]2)[O:18][C:19]([CH3:27])([CH3:28])[C:20]2=[C:21]3[CH2:22][CH:23]([CH3:26])[CH2:24][CH2:25]2)[cH:6][cH:7]1.